The task is: describe an organic reaction: reactants, conditions, products, and yield. This data is from the Open Reaction Database (ORD), a public repository of structured organic reaction records. Reactants: ClC=1C(=C2C=CN(C(C2=CC1)=O)[C@@H](CO)C)[N+](=O)[O-] ((R)-6-chloro-2-(1-hydroxypropan-2-yl)-5-nitroisoquinolin-1 (2H)-one), C(C)(=O)OC(C)=O (acetic anhydride), N1=CC=CC=C1 (pyridine), C(Cl)Cl (methylene chloride). Conditions: temperature 45 celsius. Product: C(C)(=O)OC[C@@H](C)N1C(C2=CC=C(C(=C2C=C1)[N+](=O)[O-])Cl)=O ((R)-2-(6-Chloro-5-nitro-1-oxoisoquinolin-2(1H)-yl)propyl acetate). Reaction SMILES: [Cl:1][C:2]1[C:3]([N+:17]([O-:19])=[O:18])=[C:4]2[C:9](=[CH:10][CH:11]=1)[C:8](=[O:12])[N:7]([C@H:13]([CH3:16])[CH2:14][OH:15])[CH:6]=[CH:5]2.[C:20](OC(=O)C)(=[O:22])[CH3:21].N1C=CC=CC=1.C(Cl)Cl>>[C:20]([O:15][CH2:14][C@H:13]([N:7]1[CH:6]=[CH:5][C:4]2[C:9](=[CH:10][CH:11]=[C:2]([Cl:1])[C:3]=2[N+:17]([O-:19])=[O:18])[C:8]1=[O:12])[CH3:16])(=[O:22])[CH3:21]. Procedure: A mixture of (R)-6-chloro-2-(1-hydroxypropan-2-yl)-5-nitroisoquinolin-1 (2H)-one (2H)-one 750.0 mg, 0.002653 mol), acetic anhydride (0.325 mL, 0.00345 mol), pyridine (0.322 mL, 0.00398 mol) and methylene chloride (20 mL, 0.3 mol) was heated at 45° C. over night. The solvents were removed under reduced pressure and dried to afford the product as a thick yellow oil. As a reaction SMILES: [Br:1][CH2:2][c:3]1[cH:4][c:5](-[c:13]2[cH:14][cH:15][cH:16][cH:17][cH:18]2)[c:6]([C:7](=[O:8])[O:9][CH3:10])[cH:11][cH:12]1.[CH3:38][c:39]1[cH:40][cH:41][cH:42][cH:43][cH:44]1.[c:19]1([P:25]([c:26]2[cH:27][cH:28][cH:29][cH:30][cH:31]2)[c:32]2[cH:33][cH:34][cH:35][cH:36][cH:37]2)[cH:20][cH:21][cH:22][cH:23][cH:24]1>>[Br-:1].[CH2:2]([c:3]1[cH:4][c:5](-[c:13]2[cH:14][cH:15][cH:16][cH:17][cH:18]2)[c:6]([C:7](=[O:8])[O:9][CH3:10])[cH:11][cH:12]1)[P+:25]([c:19]1[cH:20][cH:21][cH:22][cH:23][cH:24]1)([c:26]1[cH:27][cH:28][cH:29][cH:30][cH:31]1)[c:32]1[cH:33][cH:34][cH:35][cH:36][cH:37]1. The reactants are COC(=O)c1ccc(CBr)cc1-c1ccccc1, Cc1ccccc1, c1ccc(P(c2ccccc2)c2ccccc2)cc1. The product is [Br-], COC(=O)c1ccc(C[P+](c2ccccc2)(c2ccccc2)c2ccccc2)cc1-c1ccccc1. Reactants: BrCC1=C(C(=O)OCC)C=CN=C1Cl (ethyl 3-(bromomethyl)-2-chloroisonicotinate), CC=1C=C(C=NC1OCC(C(F)F)(F)F)CN ((5-methyl-6-(2,2,3,3-tetrafluoropropoxy)pyridin-3-yl)methanamine). Product: ClC1=NC=CC2=C1CN(C2=O)CC=2C=NC(=C(C2)C)OCC(C(F)F)(F)F (4-chloro-2-((5-methyl-6-(2,2,3,3-tetrafluoropropoxy)pyridin-3-yl)methyl)-2,3-dihydro-1H-pyrrolo[3,4-c]pyridin-1-one). The yield is 71.0%. Reaction SMILES: Br[CH2:2][C:3]1[C:13]([Cl:14])=[N:12][CH:11]=[CH:10][C:4]=1[C:5]([O:7]CC)=O.[CH3:15][C:16]1[CH:17]=[C:18]([CH2:30][NH2:31])[CH:19]=[N:20][C:21]=1[O:22][CH2:23][C:24]([F:29])([F:28])[CH:25]([F:27])[F:26]>>[Cl:14][C:13]1[C:3]2[CH2:2][N:31]([CH2:30][C:18]3[CH:19]=[N:20][C:21]([O:22][CH2:23][C:24]([F:29])([F:28])[CH:25]([F:27])[F:26])=[C:16]([CH3:15])[CH:17]=3)[C:5](=[O:7])[C:4]=2[CH:10]=[CH:11][N:12]=1. Procedure details: The title compound is prepared in 71% yield (360 mg, pale yellow solid) from ethyl 3-(bromomethyl)-2-chloroisonicotinate (350 mg, 1.3 mmol, Step-1 of Intermediate-1) and (5-methyl-6-(2,2,3,3-tetrafluoropropoxy)pyridin-3-yl)methanamine (410 mg, 1.3 mmol, Amine-51) in a similar manner to Intermediate-2. The reactants are C(C1=CC=CC=C1)N1CC(CC1)=CC(=O)OC (methyl (1-benzylpyrrolidin-3-ylidene)acetate), N12CCCCCC2=NCCC1 (1,8-diazabicyclo[5.4.0]undec-7-ene), [N+](=O)([O-])C (nitromethane). Product: C(C1=CC=CC=C1)N1CC(CC1)(C[N+](=O)[O-])CC(=O)OC (methyl [1-benzyl-3-(nitromethyl)pyrrolidin-3-yl]acetate). The yield is 100.0%. As a reaction SMILES: [CH2:1]([N:8]1[CH2:12][CH2:11][C:10](=[CH:13][C:14]([O:16][CH3:17])=[O:15])[CH2:9]1)[C:2]1[CH:7]=[CH:6][CH:5]=[CH:4][CH:3]=1.N12CCCN=C1CCCCC2.[N+:29]([CH3:32])([O-:31])=[O:30]>>[CH2:1]([N:8]1[CH2:12][CH2:11][C:10]([CH2:13][C:14]([O:16][CH3:17])=[O:15])([CH2:32][N+:29]([O-:31])=[O:30])[CH2:9]1)[C:2]1[CH:3]=[CH:4][CH:5]=[CH:6][CH:7]=1. Procedure: A solution of methyl (1-benzylpyrrolidin-3-ylidene)acetate a45 (3 g, 1.2 mmol, 1 eq), 1,8-diazabicyclo[5.4.0]undec-7-ene (DBU, 0.7 g, 4.6 mmol, 3.8 eq) in nitromethane (30 ml) is refluxed for 30 h. The solution is concentrated in vacuum and the resulting oil is purified by chromatography over silicagel (ethyl acetate/hexane 30/70) to afford 3.7 g of methyl [1-benzyl-3-(nitromethyl)pyrrolidin-3-yl]acetate a46 as a black oil. Reported procedure: A mixture of (3RS)-3-benzyloxycarbonylamino-5-ethyl-2,3-dihydro-9-methyl-1H-1,4-benzodiazepin-2-one (1.0 g) and 60% sodium hydride (120 mg) in N,N-dimethylformamide was stirred at 0° C. for 1 hour and at room temperature for 3 hours. To the resultant mixture was added dropwise ethyl bromoacetate (476 mg) under cooling at 0-5° C. in an ice-bath. The mixture was stirred for 5.5 hours under the same conditions. The reaction mixture was poured into 0.1N aqueous hydrochloric acid and extracted with e... Starting materials: Cl (hydrochloric acid), C(C1=CC=CC=C1)OC(=O)NC1C(NC2=C(C(=N1)CC)C=CC=C2C)=O ((3RS)-3-benzyloxycarbonylamino-5-ethyl-2,3-dihydro-9-methyl-1H-1,4-benzodiazepin-2-one), [H-].[Na+] (sodium hydride), resultant mixture, BrCC(=O)OCC (ethyl bromoacetate). Product: C(C1=CC=CC=C1)OC(=O)NC1C(N(C2=C(C(=N1)CC)C=CC=C2C)CC(=O)OCC)=O ((3RS)-3-benzyloxycarbonylamino-5-ethyl-2,3-dihydro-1-ethoxycarbonylmethyl-9-methyl-1H-1,4-benzodiazepin-2-one). The yield is 124.5%. Solvent: CN(C=O)C (N,N-dimethylformamide). As a reaction SMILES: [CH2:1]([O:8][C:9]([NH:11][CH:12]1[N:18]=[C:17]([CH2:19][CH3:20])[C:16]2[CH:21]=[CH:22][CH:23]=[C:24]([CH3:25])[C:15]=2[NH:14][C:13]1=[O:26])=[O:10])[C:2]1[CH:7]=[CH:6][CH:5]=[CH:4][CH:3]=1.[H-].[Na+].Br[CH2:30][C:31]([O:33][CH2:34][CH3:35])=[O:32].Cl>CN(C)C=O>[CH2:1]([O:8][C:9]([NH:11][CH:12]1[N:18]=[C:17]([CH2:19][CH3:20])[C:16]2[CH:21]=[CH:22][CH:23]=[C:24]([CH3:25])[C:15]=2[N:14]([CH2:30][C:31]([O:33][CH2:34][CH3:35])=[O:32])[C:13]1=[O:26])=[O:10])[C:2]1[CH:7]=[CH:6][CH:5]=[CH:4][CH:3]=1 |f:1.2|. Run at temperature 0 celsius, time 3 hour. The reactants are BrC1CCCC1 (bromo cyclopentane), [Mg] (magnesium), Grignard reagent, BrC=1C=C(N(CC2=CC=CC=C2)CC2=CC=CC=C2)C=CC1 (3-bromo-N,N-Dibenzyl-aniline), Grignard reagent. The reagents and catalysts are [Zn+2].[Br-].[Br-] (ZnBr2), C1=CC=C(C=C1)P([C-]2C=CC=C2)C3=CC=CC=C3.C1=CC=C(C=C1)P([C-]2C=CC=C2)C3=CC=CC=C3.Cl[Pd]Cl.[Fe+2] (PdCl2(dppf)2), solution. The solvent is C1CCOC1 (THF), C1CCOC1 (THF), CCOCC (ether), C1CCOC1 (THF), C1CCOC1 (THF). Reaction conditions: temperature 47.5 celsius. Yields the product C(C1=CC=CC=C1)N(C1=CC(=CC=C1)C1CCCC1)CC1=CC=CC=C1 (N,N-dibenzyl-3-cyclopentyl-aniline). Isolated yield 99.9%. Reaction SMILES: Br[CH:2]1[CH2:6][CH2:5][CH2:4][CH2:3]1.[Mg].Br[C:9]1[CH:10]=[C:11]([CH:27]=[CH:28][CH:29]=1)[N:12]([CH2:20][C:21]1[CH:26]=[CH:25][CH:24]=[CH:23][CH:22]=1)[CH2:13][C:14]1[CH:19]=[CH:18][CH:17]=[CH:16][CH:15]=1>C1COCC1.CCOCC.[Zn+2].[Br-].[Br-].C1C=CC(P(C2C=CC=CC=2)[C-]2C=CC=C2)=CC=1.C1C=CC(P(C2C=CC=CC=2)[C-]2C=CC=C2)=CC=1.Cl[Pd]Cl.[Fe+2]>[CH2:20]([N:12]([CH2:13][C:14]1[CH:19]=[CH:18][CH:17]=[CH:16][CH:15]=1)[C:11]1[CH:10]=[CH:9][CH:29]=[C:28]([CH:2]2[CH2:6][CH2:5][CH2:4][CH2:3]2)[CH:27]=1)[C:21]1[CH:22]=[CH:23][CH:24]=[CH:25][CH:26]=1 |f:5.6.7,8.9.10.11|. Procedure: A solution of bromo cyclopentane (7.62 g, 51.1 mmol) in dry THF (25 ml) was added dropwise to a suspension of magnesium turnings (1.24 g, 51 mmol) in ether (3 ml) under nitrogen at such a rate so to maintain the inner temperature between 45 to 50° C. (After addition of a few drops of solution the mixture was heated to about 50° C. to initiate the Grignard reagent formation) After 1.5 h the Grignard reagent was canulated into a dropping funnel, diluted with 25 ml of dry THF and added dropwise ove... Starting materials: [Si](C)(C)(C)C=[N+]=[N-] (TMSCHN2), C(C)OC(=O)C1=C(C2=C(CCN(CC2)C(=O)OCC)S1)O (3-Hydroxy-4,5,7,8-tetrahydro-thieno[2,3-d]azepine-2,6-dicarboxylic acid diethyl ester), C(C)(C)N(CC)C(C)C (Diisopropylethylamine), C1CCOC1 (THF). Run in CO (MeOH). Conditions: time 8 hour. The product is C(C)OC(=O)C1=C(C2=C(CCN(CC2)C(=O)OCC)S1)OC (3-Methoxy-4,5,7,8-tetrahydro-thieno[2,3-d]azepine-2,6-dicarboxylic acid diethyl ester). Reaction SMILES: [CH2:1]([O:3][C:4]([C:6]1[S:20][C:9]2[CH2:10][CH2:11][N:12]([C:15]([O:17][CH2:18][CH3:19])=[O:16])[CH2:13][CH2:14][C:8]=2[C:7]=1[OH:21])=[O:5])[CH3:2].[CH2:22]1COCC1.C(N(C(C)C)CC)(C)C.[Si](C=[N+]=[N-])(C)(C)C>CO>[CH2:1]([O:3][C:4]([C:6]1[S:20][C:9]2[CH2:10][CH2:11][N:12]([C:15]([O:17][CH2:18][CH3:19])=[O:16])[CH2:13][CH2:14][C:8]=2[C:7]=1[O:21][CH3:22])=[O:5])[CH3:2]. Procedure: The product of step b) (2.3 g, 7.3 mmol) was dissolved in 60 mL of 1:1 MeOH:THF. Diisopropylethylamine (1.9 mL, 10.9 mmol) was added followed by TMSCHN2 (10.9 mL of 2M). The reaction was stirred overnight at room temperature then quenched carefully with 0.4 ML HOAc. After stirring ½ hour, the reaction was partitioned between DCM and 1M HCl (100 mL each). The organic layer was dried over MgSO4 and concentrated to give 2.75 g of the subtitle compound. The reactants are C(#N)C1=NC=C(C(=O)N)C=C1 (6-cyanonicotinamide), C(C(=O)Cl)(=O)Cl (oxalyl chloride). Solvent: ClCCCl (1,2-dichloroethane). Run at time 2.5 hour. Yields the product C(#N)C1=NC=C(C(=O)N=C=O)C=C1 (6-cyanonicotinoyl isocyanate). As a reaction SMILES: [C:1]([C:3]1[CH:11]=[CH:10][C:6]([C:7]([NH2:9])=[O:8])=[CH:5][N:4]=1)#[N:2].C(Cl)(=O)[C:13](Cl)=[O:14]>ClCCCl>[C:1]([C:3]1[CH:11]=[CH:10][C:6]([C:7]([N:9]=[C:13]=[O:14])=[O:8])=[CH:5][N:4]=1)#[N:2]. Procedure: To a stirred suspension of 6-cyanonicotinamide (Synthesis (1983), 316) (1.2 g) in 1,2-dichloroethane (28 ml) was added oxalyl chloride (1.3 ml) and the mixture was heated at reflux with stirring for 2.5 hours. The reaction mixture was cooled and the solvents were removed in vacuo to yield 6-cyanonicotinoyl isocyanate as a yellow solid residue. Then in a similar manner to Example 1, starting material step (a), this residue, t-butyl 4-aminophenoxyacetate, acetate salt (1.59 g), triethylamine (3.8 ... Starting materials: NC1=CC=C(C(=C1C(=O)OC)O)Br (methyl 6-amino-3-bromo-2-hydroxybenzoate), BrCC(=O)N (bromoacetamide), C([O-])([O-])=O.[K+].[K+] (potassium carbonate). Solvent: CN(C)C=O (DMF). Conditions: temperature 60 celsius. Yields the product NC1=CC=C(C(=C1C(=O)OC)OCC(N)=O)Br (methyl 6-amino-3-bromo-2-carbamoylmethoxybenzoate). Isolated yield 62.5%. As a reaction SMILES: [NH2:1][C:2]1[C:7]([C:8]([O:10][CH3:11])=[O:9])=[C:6]([OH:12])[C:5]([Br:13])=[CH:4][CH:3]=1.Br[CH2:15][C:16]([NH2:18])=[O:17].C(=O)([O-])[O-].[K+].[K+]>CN(C=O)C>[NH2:1][C:2]1[C:7]([C:8]([O:10][CH3:11])=[O:9])=[C:6]([O:12][CH2:15][C:16](=[O:17])[NH2:18])[C:5]([Br:13])=[CH:4][CH:3]=1 |f:2.3.4|. Procedure: A mixture of methyl 6-amino-3-bromo-2-hydroxybenzoate (prepared according to Wang et al, Bioorg Med Chem Lett, 2007, 17, 2817, 7.55 g), bromoacetamide (4.55 g) and potassium carbonate (10.0 g) in DMF (70 mL) was heated to 60° C. for 17 hours. After cooling, the mixture was concentrated in vacuo and the residue was dissolved in ethyl acetate and water and the layers were separated. The aqueous layer was extracted with ethyl acetate and the combined organic layers were dried (Na2SO4) and filtered....